From a dataset of the Open Reaction Database (ORD), a public repository of structured organic reaction records. describe an organic reaction: reactants, conditions, products, and yield Starting materials: COc1ccc(NC(=O)c2ccc(Br)s2)cc1N1CCN(C)CC1, CC(C)=O, CCOCC, COCCOC, [Na+], [Na+], O=C([O-])[O-], O, c1ccc(P(c2ccccc2)(c2ccccc2)[Pd](P(c2ccccc2)(c2ccccc2)c2ccccc2)(P(c2ccccc2)(c2ccccc2)c2ccccc2)P(c2ccccc2)(c2ccccc2)c2ccccc2)cc1, OB(O)c1ccncc1. Product: COc1ccc(NC(=O)c2ccc(-c3ccncc3)s2)cc1N1CCN(C)CC1. As a reaction SMILES: [Br:1][c:2]1[cH:3][cH:4][c:5]([C:7](=[O:8])[NH:9][c:10]2[cH:11][c:12]([N:18]3[CH2:19][CH2:20][N:21]([CH3:24])[CH2:22][CH2:23]3)[c:13]([O:16][CH3:17])[cH:14][cH:15]2)[s:6]1.[CH3:40][C:41](=[O:42])[CH3:43].[CH3:44][CH2:45][O:46][CH2:47][CH3:48].[CH3:50][O:51][CH2:52][CH2:53][O:54][CH3:55].[Na+:34].[Na+:35].[O-:36][C:37](=[O:38])[O-:39].[OH2:49].[cH:56]1[cH:57][cH:58][c:59]([P:60]([Pd:61]([P:62]([c:63]2[cH:64][cH:65][cH:66][cH:67][cH:68]2)([c:69]2[cH:70][cH:71][cH:72][cH:73][cH:74]2)[c:75]2[cH:76][cH:77][cH:78][cH:79][cH:80]2)([P:81]([c:82]2[cH:83][cH:84][cH:85][cH:86][cH:87]2)([c:88]2[cH:89][cH:90][cH:91][cH:92][cH:93]2)[c:94]2[cH:95][cH:96][cH:97][cH:98][cH:99]2)[P:100]([c:101]2[cH:102][cH:103][cH:104][cH:105][cH:106]2)([c:107]2[cH:108][cH:109][cH:110][cH:111][cH:112]2)[c:113]2[cH:114][cH:115][cH:116][cH:117][cH:118]2)([c:119]2[cH:120][cH:121][cH:122][cH:123][cH:124]2)[c:125]2[cH:126][cH:127][cH:128][cH:129][cH:130]2)[cH:131][cH:132]1.[n:25]1[cH:26][cH:27][c:28]([B:31]([OH:32])[OH:33])[cH:29][cH:30]1>>[c:2]1(-[c:28]2[cH:27][cH:26][n:25][cH:30][cH:29]2)[cH:3][cH:4][c:5]([C:7](=[O:8])[NH:9][c:10]2[cH:11][c:12]([N:18]3[CH2:19][CH2:20][N:21]([CH3:24])[CH2:22][CH2:23]3)[c:13]([O:16][CH3:17])[cH:14][cH:15]2)[s:6]1. The reactants are 10, Cl.COC1=CC=C(C=C1)N1CCN(CC1)C1=CC=C(C=C1)NC(OC1=CC=CC=C1)=O (phenyl [4-[4-(4-methoxyphenyl)-1-piperazinyl]phenyl]carbamate monohydrochloride), C(C)OC(CN)OCC (2,2-diethoxy-ethanamine). Run in O1CCOCC1 (1,4-dioxane). The product is COC(CNC(=O)NC1=CC=C(C=C1)N1CCN(CC1)C1=CC=C(C=C1)OC)OC (N-(2,2-dimethoxyethyl)-N'-[4-[4-(4-methoxyphenyl)-1-piperazinyl]phenyl]urea). RXN SMILES: Cl.[CH3:2][O:3][C:4]1[CH:9]=[CH:8][C:7]([N:10]2[CH2:15][CH2:14][N:13]([C:16]3[CH:21]=[CH:20][C:19]([NH:22][C:23](=[O:31])OC4C=CC=CC=4)=[CH:18][CH:17]=3)[CH2:12][CH2:11]2)=[CH:6][CH:5]=1.[CH2:32]([O:34][CH:35]([O:38][CH2:39]C)[CH2:36][NH2:37])C>O1CCOCC1>[CH3:32][O:34][CH:35]([O:38][CH3:39])[CH2:36][NH:37][C:23]([NH:22][C:19]1[CH:18]=[CH:17][C:16]([N:13]2[CH2:12][CH2:11][N:10]([C:7]3[CH:8]=[CH:9][C:4]([O:3][CH3:2])=[CH:5][CH:6]=3)[CH2:15][CH2:14]2)=[CH:21][CH:20]=1)=[O:31] |f:0.1|. Procedure: A mixture of 10 parts of phenyl [4-[4-(4-methoxyphenyl)-1-piperazinyl]phenyl]carbamate monohydrochloride (described in example XVII of U.S. Pat. No. 4,267,179), 3 parts of 2,2-diethoxy-ethanamine and 100 parts of 1,4-dioxane was stirred for 6 hours at reflux temperature. After cooling, the precipitate was filtered off, washed with 1,4-dioxane and purified by column chromatography (silica gel; CHCl3 /CH3OH 99:1). The eluent of the desired fraction was evaporated and the residue was crystallized f... Reactants: [Cl-], C#CCC(C(=O)c1cccnc1)c1ccc(Cl)cc1Cl, ClC[P+](c1ccccc1)(c1ccccc1)c1ccccc1. Yields the product C#CCC(C(=CCl)c1cccnc1)c1ccc(Cl)cc1Cl. Reaction SMILES: [Cl-:21].[Cl:1][c:2]1[c:3]([CH:9]([C:10](=[O:11])[c:12]2[cH:13][n:14][cH:15][cH:16][cH:17]2)[CH2:18][C:19]#[CH:20])[cH:4][cH:5][c:6]([Cl:8])[cH:7]1.[Cl:22][CH2:23][P+:24]([c:25]1[cH:26][cH:27][cH:28][cH:29][cH:30]1)([c:31]1[cH:32][cH:33][cH:34][cH:35][cH:36]1)[c:37]1[cH:38][cH:39][cH:40][cH:41][cH:42]1>>[Cl:1][c:2]1[c:3]([CH:9]([C:10]([c:12]2[cH:13][n:14][cH:15][cH:16][cH:17]2)=[CH:23][Cl:22])[CH2:18][C:19]#[CH:20])[cH:4][cH:5][c:6]([Cl:8])[cH:7]1.